From a dataset of the Open Reaction Database (ORD), a public repository of structured organic reaction records. describe an organic reaction: reactants, conditions, products, and yield Starting materials: [N+](=O)([O-])C=1C=CC(=C(C1)C=1OC2=C(N1)C=C(C=C2)C2=CC=CC=C2)F (2-(5-nitro-2-fluorophenyl)-5-phenylbenzoxazole), [O-]CC.[Na+] (sodium ethoxide). Yields the product [N+](=O)([O-])C=1C=CC(=C(C1)C=1OC2=C(N1)C=C(C=C2)C2=CC=CC=C2)OCC (2-(5-Nitro-2-ethoxyphenyl)-5-phenylbenzoxazole). RXN SMILES: [N+:1]([C:4]1[CH:5]=[CH:6][C:7](F)=[C:8]([C:10]2[O:11][C:12]3[CH:18]=[CH:17][C:16]([C:19]4[CH:24]=[CH:23][CH:22]=[CH:21][CH:20]=4)=[CH:15][C:13]=3[N:14]=2)[CH:9]=1)([O-:3])=[O:2].[O-:26][CH2:27][CH3:28].[Na+]>>[N+:1]([C:4]1[CH:5]=[CH:6][C:7]([O:26][CH2:27][CH3:28])=[C:8]([C:10]2[O:11][C:12]3[CH:18]=[CH:17][C:16]([C:19]4[CH:24]=[CH:23][CH:22]=[CH:21][CH:20]=4)=[CH:15][C:13]=3[N:14]=2)[CH:9]=1)([O-:3])=[O:2] |f:1.2|. Reported procedure: Prepared by the method of Example 40a), from 2-(5-nitro-2-fluorophenyl)-5-phenylbenzoxazole (200 mg, 0.60 mmol) and sodium ethoxide (41 mg, 0.61 mmol) the subtitle compound was obtained (197 mg, 91%). 1H NMR (DMSO) δ 8.92(d, 1H), 8.51(dd, 1H), 8.18(s, 1H), 7.95(d, 1H), 7.83(d, 2H), 7.56(t, 3H), 7.47(t, 3H), 4.50(q, 2H), 1.57(t, 3H). The reactants are [N+]1(=CC=CC=2CCCCC12)[O-] (5,6,7,8-Tetrahydroquinoline N-oxide), C(C)(=O)OC(C)=O (acetic anhydride). Reported procedure: 5,6,7,8-Tetrahydroquinoline N-oxide (1.6 g, 11 mmol) was mixed with acetic anhydride (9.2 ml) and stirred at 90° C. for 7 hours. After removing the solvent by evaporation under a reduced pressure, the residue was neutralized with sodium hydroxide aqueous solution (1 N) and the reaction product was extracted with chloroform. The extract was washed with saturated brine and dried with anhydrous sodium sulfate, and then the solvent was removed by evaporation under a reduced pressure and the thus obt... As a reaction SMILES: [N+:1]1([O-])[C:10]2[CH2:9][CH2:8][CH2:7][CH2:6][C:5]=2[CH:4]=[CH:3][CH:2]=1.[C:12]([O:15]C(=O)C)(=[O:14])[CH3:13]>>[C:12]([O:15][CH:9]1[C:10]2[N:1]=[CH:2][CH:3]=[CH:4][C:5]=2[CH2:6][CH2:7][CH2:8]1)(=[O:14])[CH3:13]. Yield: 33.0%. Reaction conditions: temperature 90 celsius, time 7 hour. Yields the product C(C)(=O)OC1CCCC=2C=CC=NC12 (8-Acetoxy-5,6,7,8-tetrahydroquinoline).